Dataset: the Open Reaction Database (ORD), a public repository of structured organic reaction records. Task: describe an organic reaction: reactants, conditions, products, and yield The reactants are ClCc1ccccc1, CC(C)=O, CCCCCC, NC(Cc1ccccc1)C(=O)O, [Na+], [Na+], O=C([O-])[O-], O=C=S, O. Yields the product O=C(O)C(Cc1ccccc1)NC(=S)Cc1ccccc1. Reaction SMILES: [CH2:22]([c:23]1[cH:24][cH:25][cH:26][cH:27][cH:28]1)[Cl:29].[CH3:31][C:32](=[O:33])[CH3:34].[CH3:35][CH2:36][CH2:37][CH2:38][CH2:39][CH3:40].[NH2:1][CH:2]([CH2:3][c:4]1[cH:5][cH:6][cH:7][cH:8][cH:9]1)[C:10]([OH:11])=[O:12].[Na+:13].[Na+:14].[O-:15][C:16](=[O:17])[O-:18].[O:19]=[C:20]=[S:21].[OH2:30]>>[NH:1]([CH:2]([CH2:3][c:4]1[cH:5][cH:6][cH:7][cH:8][cH:9]1)[C:10]([OH:11])=[O:12])[C:20](=[S:21])[CH2:22][c:23]1[cH:24][cH:25][cH:26][cH:27][cH:28]1. Reactants: CS(C)(=O)=O, Clc1ccccc1, O=C(Cl)Cl, NC1CCCCC1. Yields the product O=C=NC1CCCCC1. RXN SMILES: [CH3:1][S:2]([CH3:3])(=[O:4])=[O:5].[Cl:17][c:18]1[cH:19][cH:20][cH:21][cH:22][cH:23]1.[Cl:6][C:7]([Cl:8])=[O:9].[NH2:10][CH:11]1[CH2:12][CH2:13][CH2:14][CH2:15][CH2:16]1>>[C:7](=[O:9])=[N:10][CH:11]1[CH2:12][CH2:13][CH2:14][CH2:15][CH2:16]1. Starting materials: C(C1=CC=CC=C1)(=O)NC1=C(C=C(C(=C1)Cl)[N+](=O)[O-])O (2-benzamido-4-chloro-5-nitrophenol), nitro. The reagents and catalysts are [Pd] (Pd-C). The solvent is C(C)O (ethanol). Product: C(C1=CC=CC=C1)(=O)NC1=C(C=C(C(=C1)Cl)N)O (2-benzamido-4-chloro-5-aminophenol). As a reaction SMILES: [C:1]([NH:9][C:10]1[CH:15]=[C:14]([Cl:16])[C:13]([N+:17]([O-])=O)=[CH:12][C:11]=1[OH:20])(=[O:8])[C:2]1[CH:7]=[CH:6][CH:5]=[CH:4][CH:3]=1>C(O)C.[Pd]>[C:1]([NH:9][C:10]1[CH:15]=[C:14]([Cl:16])[C:13]([NH2:17])=[CH:12][C:11]=1[OH:20])(=[O:8])[C:2]1[CH:3]=[CH:4][CH:5]=[CH:6][CH:7]=1. Procedure: In 100 ml of ethanol was dissolved 28 g (96×10-3 mole) of 2-benzamido-4-chloro-5-nitrophenol and hydrogenation was effected by using 1.5 g of Pd-C as a catalyst. The color of the nitro derivative disappeared in 2 hours, and the Pd-C was removed by filtration and ethanol was evaporated from the filtrate, followed by extraction of the residue with ethyl acetate. The ethyl acetate layer was washed with an aqueous sodium hydrogen carbonate solution and then with water, and after drying over magnesiu... Reactants: Cc1cc(Br)cc2c1C(=O)N(Cc1ccc(Oc3ccccc3)cc1)C2, C#CCN1CCN(C)CC1, CC(C)NC(C)C, [Cu]I, Cl[Pd]Cl, c1ccc(P(c2ccccc2)c2ccccc2)cc1, c1ccc(P(c2ccccc2)c2ccccc2)cc1. The product is Cc1cc(C#CCN2CCN(C)CC2)cc2c1C(=O)N(Cc1ccc(Oc3ccccc3)cc1)C2. Reaction SMILES: [Br:11][c:12]1[cH:13][c:14]2[c:18]([c:19]([CH3:21])[cH:20]1)[C:17](=[O:22])[N:16]([CH2:23][c:24]1[cH:25][cH:26][c:27]([O:30][c:31]3[cH:32][cH:33][cH:34][cH:35][cH:36]3)[cH:28][cH:29]1)[CH2:15]2.[CH3:1][N:2]1[CH2:3][CH2:4][N:5]([CH2:8][C:9]#[CH:10])[CH2:6][CH2:7]1.[CH:37]([NH:38][CH:39]([CH3:40])[CH3:41])([CH3:42])[CH3:43].[Cu:85][I:86].[Pd:44]([Cl:45])[Cl:46].[c:47]1([P:48]([c:49]2[cH:50][cH:51][cH:52][cH:53][cH:54]2)[c:55]2[cH:56][cH:57][cH:58][cH:59][cH:60]2)[cH:61][cH:62][cH:63][cH:64][cH:65]1.[c:66]1([P:67]([c:68]2[cH:69][cH:70][cH:71][cH:72][cH:73]2)[c:74]2[cH:75][cH:76][cH:77][cH:78][cH:79]2)[cH:80][cH:81][cH:82][cH:83][cH:84]1>>[CH3:1][N:2]1[CH2:3][CH2:4][N:5]([CH2:8][C:9]#[C:10][c:12]2[cH:13][c:14]3[c:18]([c:19]([CH3:21])[cH:20]2)[C:17](=[O:22])[N:16]([CH2:23][c:24]2[cH:25][cH:26][c:27]([O:30][c:31]4[cH:32][cH:33][cH:34][cH:35][cH:36]4)[cH:28][cH:29]2)[CH2:15]3)[CH2:6][CH2:7]1.